Dataset: the Open Reaction Database (ORD), a public repository of structured organic reaction records. Task: describe an organic reaction: reactants, conditions, products, and yield Starting materials: O1CCC(CC1)=O (tetrahydro-pyran-4-one), COC=1C(=C(C(=O)NN)C=CC1)C (3-methoxy-2-methyl-benzoic acid hydrazide). Reagents/catalysts: C(C)(=O)O (acetic acid). The solvent is C(Cl)Cl (CH2Cl2), CO (methanol), CCOCC (ether), C(Cl)Cl (CH2Cl2). Yields the product O1CCC(CC1)=NNC(C1=C(C(=CC=C1)OC)C)=O (3-methoxy-2-methyl-benzoic acid (tetrahydro-pyran-4-ylidene)-hydrazide). Isolated yield 83.5%. As a reaction SMILES: [CH3:1][O:2][C:3]1[C:4]([CH3:13])=[C:5]([CH:10]=[CH:11][CH:12]=1)[C:6]([NH:8][NH2:9])=[O:7].[O:14]1[CH2:19][CH2:18][C:17](=O)[CH2:16][CH2:15]1>CCOCC.C(O)(=O)C.C(Cl)Cl.CO>[O:14]1[CH2:19][CH2:18][C:17](=[N:9][NH:8][C:6](=[O:7])[C:5]2[CH:10]=[CH:11][CH:12]=[C:3]([O:2][CH3:1])[C:4]=2[CH3:13])[CH2:16][CH2:15]1. Procedure details: 3-methoxy-2-methyl-benzoic acid hydrazide (4.14 g, 23 mmol) was suspended in a mixture of 80 mL of ether, 40 mL of CH2Cl2 and 2 drops of acetic acid. A solution of tetrahydro-pyran-4-one (2.3 g, 23 mmol) in 20 mL of CH2Cl2 and 2-3 mL of methanol were added, and the mixture was refluxed for 10 minutes. The reaction mixture was allowed to cool and was concentrated to about 80 mL. Pentane (100 mL) was added, resulting in the formation of a precipitate. The suspension was chilled in a freezer and fi... Starting materials: O([C@H]1[C@H](O)[C@@H](O)[C@@H](O)[C@H](O1)CO)[C@H]1[C@@H]([C@H](C(O)O[C@@H]1CO)N)O[C@H]1[C@@H](O)[C@H](O)[C@H](O)[C@@H](O1)C (Galβ1-4(Fucα1-3)GlcNH2), glycosyl, CC1C(C(C(C(O1)OP(=O)(O)OP(=O)(O)OCC2C(C(C(O2)N3C=NC4=C3NC(=NC4=O)N)O)O)O)O)O (GDP-Fuc). Yields the product O([C@H]1[C@H](O)[C@@H](O)[C@@H](O)[C@H](O1)CO)[C@H]1[C@@H]([C@H](C(O)O[C@@H]1CO)N)O (Galβ1-4GlcNH2). As a reaction SMILES: [O:1]([C@@H:13]1[C@@H:19]([CH2:20][OH:21])[O:18][CH:16]([OH:17])[C@H:15]([NH2:22])[C@H:14]1[O:23][C@@H]1O[C@@H](C)[C@@H](O)[C@@H](O)[C@@H]1O)[C@@H:2]1[O:10][C@H:9]([CH2:11][OH:12])[C@H:7]([OH:8])[C@H:5]([OH:6])[C@H:3]1[OH:4].CC1OC(OP(OP(OCC2OC(N3C4NC(N)=NC(=O)C=4N=C3)C(O)C2O)(O)=O)(O)=O)C(O)C(O)C1O>>[O:1]([C@@H:13]1[C@@H:19]([CH2:20][OH:21])[O:18][CH:16]([OH:17])[C@H:15]([NH2:22])[C@H:14]1[OH:23])[C@@H:2]1[O:10][C@H:9]([CH2:11][OH:12])[C@H:7]([OH:8])[C@H:5]([OH:6])[C@H:3]1[OH:4]. Procedure: Synthesis of Galβ1-4(Fucα1-3)GlcNH2 βSEt. Galβ1-4GlcNH2 βSEt is prepared as described above and used directly or after isolation as acceptor for a α1-3-fucosyltransferase (e.g. EC 2.4.1.152 or 65) reaction with a suitable glycosyl donor such as GDP-Fuc. The reactants are O (Water), [N+](=O)([O-])C=1C=C(C=CC1)C=1NC=CN1 (2-(3-nitrophenyl)-1H-imidazole), Br.BrCCN(C)C ((2-bromoethyl)dimethylamine hydrobromide), [H-].[Na+] (NaH). Run in CN(C)C=O (DMF). Reaction conditions: time 15 hour. The product is CN(CCN1C(=NC=C1)C1=CC(=CC=C1)[N+](=O)[O-])C (Dimethyl-{2-[2-(3-nitrophenyl)imidazol-1-yl]ethyl}amine). Reaction SMILES: [N+:1]([C:4]1[CH:5]=[C:6]([C:10]2[NH:11][CH:12]=[CH:13][N:14]=2)[CH:7]=[CH:8][CH:9]=1)([O-:3])=[O:2].Br.Br[CH2:17][CH2:18][N:19]([CH3:21])[CH3:20].[H-].[Na+].O>CN(C=O)C>[CH3:20][N:19]([CH3:21])[CH2:18][CH2:17][N:14]1[CH:13]=[CH:12][N:11]=[C:10]1[C:6]1[CH:7]=[CH:8][CH:9]=[C:4]([N+:1]([O-:3])=[O:2])[CH:5]=1 |f:1.2,3.4|. Procedure: At rt and under N2, to a solution of 2-(3-nitrophenyl)-1H-imidazole (0.189 g, 1.00 mmol) and (2-bromoethyl)dimethylamine hydrobromide (0.280 g, 1.20 mmol) in anhydrous DMF (5 mL) was added NaH (60% in mineral oil, 160 mg, 4.0 mmol) in two portions with caution. The mixture was stirred at rt for 15 h. Water (0.3 mL) was added cautiously to quench the reaction. Solvent was removed in vacuo, and the residue was purified by silica gel chromatography (5% MeOH in dichloromethane) to afford the title c... The product is Br.BrCCC1=C(N=C2N(C1=O)C=CC=C2O)C (3-(2-bromoethyl)-9-hydroxy-2-methyl-4H-pyrido[1,2-a]pyrimidin-4-one monohydro-bromide). The reactants are Cl.OC1=CC=CN2C1=NC(=C(C2=O)CCO)C (9-hydroxy-3-(2-hydroxy-ethyl)-2-methyl-4H-pyrido[1,2-a]pyrimidin-4-one monohydrochloride), Br (hydrobromic acid). Isolated yield 34.0%. Procedure details: A mixture of intermediate 9 (170 g) and hydrobromic acid (48%) (1000 ml) was stirred and refluxed overnight. The mixture was cooled and the precipitate was filtered off, yielding a first fraction of 100 g. The filtrate was evaporated, yielding a second fraction of 30 g. Both fractions were recrystallized from water, yielding 75 g (34%) of 3-(2-bromoethyl)-9-hydroxy-2-methyl-4H-pyrido[1,2-a]pyrimidin-4-one monohydro-bromide (intermediate 15). As a reaction SMILES: Cl.[OH:2][C:3]1[C:8]2=[N:9][C:10]([CH3:17])=[C:11]([CH2:14][CH2:15]O)[C:12](=[O:13])[N:7]2[CH:6]=[CH:5][CH:4]=1.[BrH:18]>>[BrH:18].[Br:18][CH2:15][CH2:14][C:11]1[C:12](=[O:13])[N:7]2[CH:6]=[CH:5][CH:4]=[C:3]([OH:2])[C:8]2=[N:9][C:10]=1[CH3:17] |f:0.1,3.4|. Isolated yield 52.1%. Procedure: A solution of 135.7 g (0.73 mol) of methyl 3-methylthien-2-ylglyoxylate, 131.2 g (0.73 mol) of N-bromosuccinimide and 1.35 g of azobisisobutyronitrile in 1000 ml of carbon tetrachloride is refluxed for 3 hours. Thereafter, the mixture is filtered and the filtrate is evaporated down. The residue is taken up in diethyl ether and the solution is washed with water, dried and evaporated down. 166.4 g of crude product are obtained, which is recrystallized from methanol. 100 g of the abovementioned com... Reagents/catalysts: N(=NC(C#N)(C)C)C(C#N)(C)C (azobisisobutyronitrile). The solvent is C(Cl)(Cl)(Cl)Cl (carbon tetrachloride). Reaction SMILES: [CH3:1][C:2]1[CH:6]=[CH:5][S:4][C:3]=1[C:7](=[O:12])[C:8]([O:10][CH3:11])=[O:9].[Br:13]N1C(=O)CCC1=O>C(Cl)(Cl)(Cl)Cl.N(C(C)(C)C#N)=NC(C)(C)C#N>[Br:13][CH2:1][C:2]1[CH:6]=[CH:5][S:4][C:3]=1[C:7](=[O:12])[C:8]([O:10][CH3:11])=[O:9]. The reactants are CC1=C(SC=C1)C(C(=O)OC)=O (methyl 3-methylthien-2-ylglyoxylate), BrN1C(CCC1=O)=O (N-bromosuccinimide). The product is BrCC1=C(SC=C1)C(C(=O)OC)=O (Methyl 3-bromomethylthien-2-ylglyoxylate). Starting materials: C1(CC1)NC(=O)NC1=C(C=C(C=C1)I)F (1-cyclopropyl-3-(2-fluoro-4-iodophenyl)urea), C(#N)CC(=O)O (cyanoacetic acid), CN(C=O)C (N,N-dimethylformamide), CS(=O)(=O)Cl (methanesulfonyl chloride). The solvent is O.C(C)(C)O (water isopropanol), O (water). The product is C(#N)CC(=O)N(C(=O)NC1=C(C=C(C=C1)I)F)C1CC1 (1-(2-cyano-acetyl)-1-cyclopropyl-3-(2-fluoro-4-iodo-phenyl)-urea). The yield is 95.1%. As a reaction SMILES: [CH:1]1([NH:4][C:5]([NH:7][C:8]2[CH:13]=[CH:12][C:11]([I:14])=[CH:10][C:9]=2[F:15])=[O:6])[CH2:3][CH2:2]1.[C:16]([CH2:18][C:19](O)=[O:20])#[N:17].CN(C)C=O.CS(Cl)(=O)=O>O.C(O)(C)C.O>[C:16]([CH2:18][C:19]([N:4]([CH:1]1[CH2:2][CH2:3]1)[C:5]([NH:7][C:8]1[CH:13]=[CH:12][C:11]([I:14])=[CH:10][C:9]=1[F:15])=[O:6])=[O:20])#[N:17] |f:4.5|. Procedure: Under a nitrogen atmosphere, to 1-cyclopropyl-3-(2-fluoro-4-iodo-phenyl)-urea 48 (167 g) and cyanoacetic acid 73 (80.0 g), was added N,N-dimethylformamide (836 ml), and methanesulfonyl chloride (72.8 ml) was added dropwise with stirring at room temperature. The mixture was stirred at room temperature for 4 hrs. The reaction mixture was cooled with water, and water-isopropanol [2:1 (volume ratio), 1670 ml] was added dropwise. The mixture was stirred under water-cooling for 1 hr, and the precipita...